From a dataset of the Open Reaction Database (ORD), a public repository of structured organic reaction records. describe an organic reaction: reactants, conditions, products, and yield Starting materials: BrC=1C(=NC(=CC1C)C)C (3-bromo-2,4,6-trimethylpyridine), C1CC(=O)N(C1=O)Br (NBS). Reagents/catalysts: C(C1=CC=CC=C1)(=O)OOC(C1=CC=CC=C1)=O (benzoyl peroxide). Run in C(Cl)(Cl)(Cl)Cl (carbon tetrachloride). The product is BrC=1C(=NC(=CC1C)CBr)C (3-bromo-6-(bromomethyl)-2,4-dimethylpyridine). Isolated yield 36.8%. Reaction SMILES: [Br:1][C:2]1[C:3]([CH3:10])=[N:4][C:5]([CH3:9])=[CH:6][C:7]=1[CH3:8].C1C(=O)N([Br:18])C(=O)C1>C(Cl)(Cl)(Cl)Cl.C(OOC(=O)C1C=CC=CC=1)(=O)C1C=CC=CC=1>[Br:1][C:2]1[C:3]([CH3:10])=[N:4][C:5]([CH2:9][Br:18])=[CH:6][C:7]=1[CH3:8]. Procedure: A mixture of 3-bromo-2,4,6-trimethylpyridine (15.6 g), NBS (13.9 g) and benzoyl peroxide (567 mg) was heated under reflux in a carbon tetrachloride solvent (300 mL) for two hours. The reaction mixture was cooled to room temperature and then filtered, and the filtration residue was washed with carbon tetrachloride. The resulting filtrate was concentrated under reduced pressure, and the residue was purified by silica gel column chromatography (ethyl acetate/n-heptane, 0% to 10%) to give the title ... Reactants: ClC1=C(C=C(C=C1)S(=O)(=O)Cl)[N+](=O)[O-] (4-chloro-3-nitrobenzenesulfonyl chloride), CNCCO (N-methylethanolamine), Cl (hydrochloric acid). Solvent: O (water). Conditions: time 1 hour. Product: ClC1=C(C=C(C=C1)S(=O)(=O)N(CCO)C)[N+](=O)[O-] (4-Chloro-3-nitro-N-methyl-N-(2-hydroxyethyl)benzenesulfonamide). As a reaction SMILES: [Cl:1][C:2]1[CH:7]=[CH:6][C:5]([S:8](Cl)(=[O:10])=[O:9])=[CH:4][C:3]=1[N+:12]([O-:14])=[O:13].[CH3:15][NH:16][CH2:17][CH2:18][OH:19].Cl>O>[Cl:1][C:2]1[CH:7]=[CH:6][C:5]([S:8]([N:16]([CH3:15])[CH2:17][CH2:18][OH:19])(=[O:10])=[O:9])=[CH:4][C:3]=1[N+:12]([O-:14])=[O:13]. Reported procedure: A solution containing 500 g of 4-chloro-3-nitrobenzenesulfonyl chloride in 1,000 ml of acetonhitrile was dropwise added to a solution containing 161 g of N-methylethanolamine in 1,500 ml of water as the mixture was cooled with ice-cold water. After the conclusion of dropwise addition, the stirring was continued for 1 hour at 20° C., and then the reaction mixture was made weakly acidic with dilute hydrochloric acid, extracted with ethyl acetate, washed 4 to 5 times with dilute hydrochloric acid, ... The reactants are FC1=CC=C(C=C1)C(CCC1CCN(CC1)C(=O)OC(C)(C)C)=O (4-(3-(4-fluorophenyl)-3-oxo-propyl)-1-(t-butoxycarbonyl) piperidine), C(=O)(C(F)(F)F)O (TFA), N1CCCCC1 (piperidine), [OH-].[Na+] (NaOH), ClC(=O)OCC1=CC=CC=C1 (benzyl chloroformate). Solvent: C(Cl)Cl (CH2Cl2), C1CCOC1 (THF). Conditions: time 30 minute. Product: hexanes ether, FC1=CC=C(C=C1)C(CCC1CCN(CC1)C(=O)OCC1=CC=CC=C1)=O (4-(3-(4-Fluorophenyl)-3-oxo-propyl)-1-(benzyloxycarbonyl) piperidine). Yield: 95.0%. RXN SMILES: [F:1][C:2]1[CH:7]=[CH:6][C:5]([C:8](=[O:24])[CH2:9][CH2:10][CH:11]2[CH2:16][CH2:15][N:14]([C:17]([O:19][C:20]([CH3:23])(C)C)=[O:18])[CH2:13][CH2:12]2)=[CH:4][CH:3]=1.C(O)(C(F)(F)F)=O.N1[CH2:37][CH2:36][CH2:35][CH2:34][CH2:33]1.[OH-].[Na+].ClC(OCC1C=CC=CC=1)=O>C(Cl)Cl.C1COCC1>[F:1][C:2]1[CH:3]=[CH:4][C:5]([C:8](=[O:24])[CH2:9][CH2:10][CH:11]2[CH2:12][CH2:13][N:14]([C:17]([O:19][CH2:20][C:23]3[CH:37]=[CH:36][CH:35]=[CH:34][CH:33]=3)=[O:18])[CH2:15][CH2:16]2)=[CH:6][CH:7]=1 |f:3.4|. Reported procedure: A solution of 188 mg (0.56 mmol) of 4-(3-(4-fluorophenyl)-3-oxo-propyl)-1-(t-butoxycarbonyl) piperidine (from EXAMPLE 189, Step A) in 5 mL of CH2Cl2 at 0° C. was treated with 3 mL of TFA and the resulting mixture was stirred cold for 30 min. The solution was concentrated. A solution of the crude piperidine in 5 mL THF/5 mL of 1.0 N NaOH at 0° C. was treated with 0.09 mL (0.63 mmol) of benzyl chloroformate and the resulting mixture was stirred cold for 30 min. The reaction mixture was partitioned...